From a dataset of the Open Reaction Database (ORD), a public repository of structured organic reaction records. describe an organic reaction: reactants, conditions, products, and yield Reactants: [N+](=O)([O-])C=1C=C(C(=O)OC)C=C(C1N1CCCCC1)[N+](=O)[O-] (methyl 3,5-dinitro-4-piperidinobenzoate). Reagents/catalysts: [Pd] (palladium/carbon). Run in CO (methanol). Yields the product NC=1C=C(C(=O)OC)C=C(C1N1CCCCC1)N (methyl 3,5-diamino-4-piperidinobenzoate). As a reaction SMILES: [N+:1]([C:4]1[CH:5]=[C:6]([CH:11]=[C:12]([N+:20]([O-])=O)[C:13]=1[N:14]1[CH2:19][CH2:18][CH2:17][CH2:16][CH2:15]1)[C:7]([O:9][CH3:10])=[O:8])([O-])=O>[Pd].CO>[NH2:1][C:4]1[CH:5]=[C:6]([CH:11]=[C:12]([NH2:20])[C:13]=1[N:14]1[CH2:19][CH2:18][CH2:17][CH2:16][CH2:15]1)[C:7]([O:9][CH3:10])=[O:8]. Procedure details: 15.45 G. of methyl 3,5-dinitro-4-piperidinobenzoate [Rec. trav. chim. 73, 68 (1954)]dissolved in 200 ml. of methanol were hydrogenated under normal pressure and at room temperature in the presence of 1 g. of palladium/carbon (5%). After uptake of the theoretical amount of hydrogen, the solution was filtered off from the catalyst and evaporated. By recrystallization of the residue from ethyl acetate/petroleum ether, there was obtained methyl 3,5-diamino-4-piperidinobenzoate having a melting point... The reactants are [OH-].[Na+] (sodium hydroxide), [N+](=O)([O-])C1=C(C=CC(=C1)[N+](=O)[O-])F (2,4-dinitrofluorobenzene), crude product, C(C)(C)(C)N1N=CC(=C(C1=O)C)S (2-tert.-butyl-5-mercapto-4-methyl-3(2H)-pyridazinone). Reaction SMILES: [C:1]([N:5]1[C:10](=[O:11])[C:9]([CH3:12])=[C:8]([SH:13])[CH:7]=[N:6]1)([CH3:4])([CH3:3])[CH3:2].[OH-].[Na+].[N+:16]([C:19]1[CH:24]=[C:23]([N+:25]([O-:27])=[O:26])[CH:22]=[CH:21][C:20]=1F)([O-:18])=[O:17]>C(O)C>[C:1]([N:5]1[C:10](=[O:11])[C:9]([CH3:12])=[C:8]([S:13][C:20]2[CH:21]=[CH:22][C:23]([N+:25]([O-:27])=[O:26])=[CH:24][C:19]=2[N+:16]([O-:18])=[O:17])[CH:7]=[N:6]1)([CH3:4])([CH3:2])[CH3:3] |f:1.2|. The solvent is C(C)O (ethanol), C(C)O (ethanol). Procedure details: To a solution of 2.0 g (0.01 mol) of the crude product of 2-tert.-butyl-5-mercapto-4-methyl-3(2H)-pyridazinone dissolved in 15 ml of ethanol was added 1.5 ml of 20% sodium hydroxide under stirring at room temperature. After stirring for additional 15 minutes at room temperature, the resulting mixture was added dropwise with a solution of 1.4 g of 2,4-dinitrofluorobenzene dissolved in 5 ml of ethanol and stirred for 10 minutes at room temperature. Crystalline precipitates were collected by filtra... Product: C(C)(C)(C)N1N=CC(=C(C1=O)C)SC1=C(C=C(C=C1)[N+](=O)[O-])[N+](=O)[O-] (2-tert.-butyl-4-methyl-5-(2',4'-dinitrophenylthio)-3(2H)-pyridazinone). The reactants are N#Cc1c(N2CCOCC2)sc(C(N)=O)c1-c1ccc(Cl)cc1Cl, COC(OC)N(C)C. The product is CN(C)C=NC(=O)c1sc(N2CCOCC2)c(C#N)c1-c1ccc(Cl)cc1Cl. Reaction SMILES: [C:1](#[N:2])[c:3]1[c:4](-[c:17]2[c:18]([Cl:24])[cH:19][c:20]([Cl:23])[cH:21][cH:22]2)[c:5]([C:14](=[O:15])[NH2:16])[s:6][c:7]1[N:8]1[CH2:9][CH2:10][O:11][CH2:12][CH2:13]1.[CH3:25][O:26][CH:27]([N:28]([CH3:29])[CH3:30])[O:31][CH3:32]>>[C:1](#[N:2])[c:3]1[c:4](-[c:17]2[c:18]([Cl:24])[cH:19][c:20]([Cl:23])[cH:21][cH:22]2)[c:5]([C:14](=[O:15])[N:16]=[CH:27][N:28]([CH3:29])[CH3:30])[s:6][c:7]1[N:8]1[CH2:9][CH2:10][O:11][CH2:12][CH2:13]1.